This data is from the Open Reaction Database (ORD), a public repository of structured organic reaction records. The task is: describe an organic reaction: reactants, conditions, products, and yield Reactants: C[C@@H]1CNC(C=2N(C=3C=C(C=CC3C2)C(=O)O)[C@H]1C)=O (trans-4,5-dimethyl-1-oxo-2,3,4,5-tetrahydro-1H-[1,4]diazepino[1,2-a]indole-8-carboxylic acid), C[C@@H]1CNC(C=2N(C=3C=C(C=CC3C2)C(=O)O)[C@H]1C)=O (trans-4,5-dimethyl-1-oxo-2,3,4,5-tetrahydro-1H-[1,4]diazepino[1,2-a]indole-8-carboxylic acid), C[C@@H]1CN(S(O[C@H]1C)(=O)=O)C(=O)OC(C)(C)C (tert-butyl trans-5,6-dimethyl-1,2,3-oxathiazinane-3-carboxylate 2,2-dioxide). Product: C[C@@H]1CNC(C=2N(C=3C=C(C=CC3C2)C(=O)O)[C@@H]1C)=O (cis-4,5-dimethyl-1-oxo-2,3,4,5-tetrahydro-1H-[1,4]diazepino[1,2-a]indole-8-carboxylic acid). RXN SMILES: [CH3:1][C@H:2]1[C@H:18]([CH3:19])[N:7]2[C:8]3[CH:9]=[C:10]([C:15]([OH:17])=[O:16])[CH:11]=[CH:12][C:13]=3[CH:14]=[C:6]2[C:5](=[O:20])[NH:4][CH2:3]1.C[C@H]1[C@H](C)OS(=O)(=O)N(C(OC(C)(C)C)=O)C1>>[CH3:1][C@H:2]1[C@@H:18]([CH3:19])[N:7]2[C:8]3[CH:9]=[C:10]([C:15]([OH:17])=[O:16])[CH:11]=[CH:12][C:13]=3[CH:14]=[C:6]2[C:5](=[O:20])[NH:4][CH2:3]1. Reported procedure: This compound is synthesized using the similar procedure used to prepare trans-4,5-dimethyl-1-oxo-2,3,4,5-tetrahydro-1H-[1,4]diazepino[1,2-a]indole-8-carboxylic acid (Intermediate O), replacing the tert-butyl cis-5,6-dimethyl-1,2,3-oxathiazinane-3-carboxylate 2,2-dioxide with tert-butyl trans-5,6-dimethyl-1,2,3-oxathiazinane-3-carboxylate 2,2-dioxide in step 6. Reactants: C(C)(=O)N[C@H]1[C@@H](O[C@@H]([C@H]([C@@H]1O)O)CO)O[C@H]1[C@H](OCCCCCC(=O)OC)O[C@@H]([C@@H]([C@@H]1O)O[C@H]1[C@@H]([C@@H](O)[C@H](O)[C@H](O1)CO)NC(C)=O)CO (5-(Methoxycarbonyl)pentyl 2,4-di-O-(2-acetamido-2-deoxy-β-D-glucopyranosyl)β-D-galactopyranoside), C1=C(NC(=O)NC1=O)[C@H]2[C@@H]([C@@H]([C@H](O2)COP(=O)(O)OP(=O)(O)O[C@@H]3[C@@H]([C@H]([C@H]([C@H](O3)CO)O)O)O)O)O (UDP-galactose). Reagents/catalysts: [Cl-].[Mn+2].[Cl-] (manganese chloride). Run in [As]([O-])(=O)(C)C.[Na+] (sodium cacodylate). Reaction conditions: time 22 hour. Product: [C@@H]1([C@H](O)[C@@H](O)[C@@H](O)[C@H](O1)CO)O[C@H]1[C@@H]([C@H]([C@@H](O[C@@H]1CO)O[C@H]1[C@H](OCCCCCC(=O)OC)O[C@@H]([C@@H]([C@@H]1O)O[C@H]1[C@@H]([C@@H](O)[C@H](O[C@H]2[C@H](O)[C@@H](O)[C@@H](O)[C@H](O2)CO)[C@H](O1)CO)NC(C)=O)CO)NC(C)=O)O (5-(Methoxycarbonyl)pentyl 2,4-di-O-{β-D-galactopyranosyl-(1→4)-2-acetamido-2-deoxy-β-D-glucopyranosyl}-β-D-galactopyranoside). RXN SMILES: [C:1]([NH:4][C@@H:5]1[C@@H:10]([OH:11])[C@H:9]([OH:12])[C@@H:8]([CH2:13][OH:14])[O:7][C@H:6]1[O:15][C@@H:16]1[C@@H:31]([OH:32])[C@@H:30]([O:33][C@@H:34]2[O:41][C@H:40]([CH2:42][OH:43])[C@@H:38]([OH:39])[C@H:36]([OH:37])[C@H:35]2[NH:44][C:45](=[O:47])[CH3:46])[C@@H:29]([CH2:48][OH:49])[O:28][C@H:17]1[O:18][CH2:19][CH2:20][CH2:21][CH2:22][CH2:23][C:24]([O:26][CH3:27])=[O:25])(=[O:3])[CH3:2].C1C(=O)NC(=O)NC=1[C@@H]1O[C@H](COP(OP(O[C@H:73]2[O:78][C@H:77]([CH2:79][OH:80])[C@H:76]([OH:81])[C@H:75]([OH:82])[C@H:74]2[OH:83])(O)=O)(O)=O)[C@@H](O)[C@H]1O>[As](C)(C)(=O)[O-].[Na+].[Cl-].[Mn+2].[Cl-]>[C@@H:17]1([O:12][C@@H:9]2[C@@H:8]([CH2:13][OH:14])[O:7][C@@H:6]([O:15][C@@H:16]3[C@@H:31]([OH:32])[C@@H:30]([O:33][C@@H:34]4[O:41][C@H:40]([CH2:42][OH:43])[C@@H:38]([O:39][C@@H:73]5[O:78][C@H:77]([CH2:79][OH:80])[C@H:76]([OH:81])[C@H:75]([OH:82])[C@H:74]5[OH:83])[C@H:36]([OH:37])[C@H:35]4[NH:44][C:45](=[O:47])[CH3:46])[C@@H:29]([CH2:48][OH:49])[O:28][C@H:17]3[O:18][CH2:19][CH2:20][CH2:21][CH2:22][CH2:23][C:24]([O:26][CH3:27])=[O:25])[C@H:5]([NH:4][C:1](=[O:3])[CH3:2])[C@H:10]2[OH:11])[O:28][C@H:29]([CH2:48][OH:49])[C@H:30]([OH:33])[C@H:31]([OH:32])[C@H:16]1[OH:15] |f:2.3,4.5.6|. Procedure details: A solution of compound 16 of Example 16 28 mg), UDP-galactose, (84 mg), bovine galactosyltransferase (5 U) and bovine serum albumin (3 mg) in 30 mM sodium cacodylate buffer (3 mL, pH 7.0) containing manganese chloride (40 umol) was incubated at 37° C. for 22 h. The reaction mixture was diluted to 20 mL and purified as described in Example 21. Yield of the product was 32 mg. The structural identity of titled compound 22 was unambiguously assigned by 1H- and 13C-n.m.r (see Tables 4 and 5, respecti... The reactants are material, CC(C)(C)OC(=O)OC(=O)OC(C)(C)C (Boc2O), CC=1C(=NC=CC1)CN(C1CCNCC1)CC1=NC=CC=C1C (Bis-(3-methyl-pyridin-2-ylmethyl)-piperidin-4-yl-amine), CCN(C(C)C)C(C)C (DIPEA), C(=O)(Cl)Cl (phosgene), C(=O)(Cl)Cl (phosgene), CCN(C(C)C)C(C)C (DIPEA), NN (hydrazine). Solvent: C1CCOC1 (THF), CCN(CC)CC (Et3N), C1(=CC=CC=C1)C (toluene), C1(=CC=CC=C1)C (toluene). Reaction conditions: time 1 hour. Product: CC=1C(=NC=CC1)CN(C1CCN(CC1)C(=O)NN)CC1=NC=CC=C1C (4-[Bis-(3-methyl-pyridin-2-ylmethyl)-amino]-piperidine-1-carboxylic acid hydrazide). As a reaction SMILES: [CH3:1][C:2]1[C:3]([CH2:8][N:9]([CH2:16][C:17]2[C:22]([CH3:23])=[CH:21][CH:20]=[CH:19][N:18]=2)[CH:10]2[CH2:15][CH2:14][NH:13][CH2:12][CH2:11]2)=[N:4][CH:5]=[CH:6][CH:7]=1.CCN(C(C)C)C(C)C.[C:33](Cl)(Cl)=[O:34].[NH2:37][NH2:38].CC(OC(OC(OC(C)(C)C)=O)=O)(C)C>C1(C)C=CC=CC=1.C1COCC1.CCN(CC)CC>[CH3:1][C:2]1[C:3]([CH2:8][N:9]([CH2:16][C:17]2[C:22]([CH3:23])=[CH:21][CH:20]=[CH:19][N:18]=2)[CH:10]2[CH2:15][CH2:14][N:13]([C:33]([NH:37][NH2:38])=[O:34])[CH2:12][CH2:11]2)=[N:4][CH:5]=[CH:6][CH:7]=1. Procedure details: To a 0° C. solution of COMPOUND 249 (106 mg, 0.341 mmol) in toluene (5 mL) and DIPEA (0.12 mL, 0.68 mmol) was added phosgene solution in toluene (20 wt %, 0.185 mL, 0.375 mmol). After one hour the TLC of the reaction mixture showed that starting material was still present, and additional phosgene solution (0.050 mL) and DIPEA (0.100 mL) were added. After 30 min, excess anhydrous hydrazine (0.2 mL) was added and the mixture was warmed to room temperature and was stirred for 30 minutes. Reaction m...